describe an organic reaction: reactants, conditions, products, and yield From a dataset of the Open Reaction Database (ORD), a public repository of structured organic reaction records. The reactants are Fc1cccc(CBr)c1, Cc1nc(-c2ccn[nH]2)sc1C(=O)NCc1cccnc1. Yields the product Cc1nc(-c2ccn(Cc3cccc(F)c3)n2)sc1C(=O)NCc1cccnc1. As a reaction SMILES: [Br:22][CH2:23][c:24]1[cH:25][c:26]([F:30])[cH:27][cH:28][cH:29]1.[n:1]1[cH:2][c:3]([CH2:7][NH:8][C:9](=[O:10])[c:11]2[c:12]([CH3:21])[n:13][c:14](-[c:16]3[nH:17][n:18][cH:19][cH:20]3)[s:15]2)[cH:4][cH:5][cH:6]1>>[n:1]1[cH:2][c:3]([CH2:7][NH:8][C:9](=[O:10])[c:11]2[c:12]([CH3:21])[n:13][c:14](-[c:16]3[n:17][n:18]([CH2:23][c:24]4[cH:25][c:26]([F:30])[cH:27][cH:28][cH:29]4)[cH:19][cH:20]3)[s:15]2)[cH:4][cH:5][cH:6]1. Reactants: C(CCC)C1=NOC(=C1CO)\C=C\C1=CC=CC=C1 ([3-butyl-5([E]-styryl)-isoxazol-4-yl]-methanol), BrC1=NC=C(C(=O)OC)C=C1 (methyl 6-bromonicotinate), [H-].[Na+] (sodium hydride). Run in C1CCOC1 (THF), C1CCOC1 (THF), C1CCOC1 (THF). Reaction conditions: time 30 minute. The product is COC(C1=CN=C(C=C1)OCC=1C(=NOC1\C=C\C1=CC=CC=C1)CCCC)=O (6-[3-Butyl-5-([E]-styryl)-isoxazol-4-ylmethoxy]-nicotinic acid methyl ester). The yield is 77.2%. Reaction SMILES: [H-].[Na+].[CH2:3]([C:7]1[C:11]([CH2:12][OH:13])=[C:10](/[CH:14]=[CH:15]/[C:16]2[CH:21]=[CH:20][CH:19]=[CH:18][CH:17]=2)[O:9][N:8]=1)[CH2:4][CH2:5][CH3:6].Br[C:23]1[CH:32]=[CH:31][C:26]([C:27]([O:29][CH3:30])=[O:28])=[CH:25][N:24]=1>C1COCC1>[CH3:30][O:29][C:27](=[O:28])[C:26]1[CH:31]=[CH:32][C:23]([O:13][CH2:12][C:11]2[C:7]([CH2:3][CH2:4][CH2:5][CH3:6])=[N:8][O:9][C:10]=2/[CH:14]=[CH:15]/[C:16]2[CH:21]=[CH:20][CH:19]=[CH:18][CH:17]=2)=[N:24][CH:25]=1 |f:0.1|. Procedure: To a suspension of sodium hydride (170 mg, 4.24 mmol) in THF (7 mL) at 0° C. was added a solution of [3-butyl-5([E]-styryl)-isoxazol-4-yl]-methanol (993 mg, 3.86 mmol) in THF (17 mL) and the mixture was stirred for 30 min at room temperature. The reaction mixture was cooled to 5° C. and a solution of methyl 6-bromonicotinate (1.0 g, 4.6 mmol) in THF (17 mL) was added dropwise. The mixture was stirred at room temperature for 2 days, poured over ice and stirred for 5 min. The mixture was extracted... Starting materials: ClC=1C=CC(=NC1)NC(C1=C(C=CC=C1)[N+](=O)[O-])=O (N-(5-chloropyridin-2-yl)-2-nitro-benzamide). Reagents/catalysts: [Ni] (Ni). Solvent: C1CCOC1 (THF), C(C)(=O)OCC (ethyl acetate). Run at time 8 hour. The product is ClC=1C=CC(=NC1)NC(C1=C(C=CC=C1)N)=O (N-(5-Chloropyridin-2-yl)-2-aminobenzamide). Yield: 84.1%. Reaction SMILES: [Cl:1][C:2]1[CH:3]=[CH:4][C:5]([NH:8][C:9](=[O:19])[C:10]2[CH:15]=[CH:14][CH:13]=[CH:12][C:11]=2[N+:16]([O-])=O)=[N:6][CH:7]=1>C1COCC1.C(OCC)(=O)C.[Ni]>[Cl:1][C:2]1[CH:3]=[CH:4][C:5]([NH:8][C:9](=[O:19])[C:10]2[CH:15]=[CH:14][CH:13]=[CH:12][C:11]=2[NH2:16])=[N:6][CH:7]=1. Procedure details: To a solution of N-(5-chloropyridin-2-yl)-2-nitro-benzamide (2 g, 7.2 mmol) in THF (50 mL) and ethyl acetate (50 mL) was added Raney Ni (0.2 g) and the mixture was placed under hydrogen (4.1 bar) in a high pressure apparatus. After shaking overnight, the mixture was filtered and concentrated in vacuo and purified by flash chromatography to give 1.5 g (83%) of an off-white solid. The reactants are 178711y, acylaminoalkyleneamines, aminoalcohols, N-2-aminoethylamides, 155513e, carboxylic acids, 60500s, acylaminoalkyl aminoalkanols, C(CCCCCCCCCCCCC)(=O)O (tetradecanoic acid), OCCNCCNC(CCCCCCCCCCC)=O (N-[2-(2-hydroxy- ethyl)aminoethyl]dodecanamide), 22881p, NCCN(C(CCCCCCCCCCC)=O)CCO (N-(2-aminoethyl)-N-(2-hydroxyethyl)dodecanamide), C(CCCCCCCC=CCCCCCCCC)(=O)N (octadec-9-enamide), NCCN(C(CCCCCCCCCCC)=O)CCO (N-(2-aminoethyl)-N-(2-hydroxyethyl)dodecanamide), OCCNCCNC(CCCCCCCCCCC)=O (N-[2-(2-Hydroxyethyl)aminoethyl]dodecanamide), 177783m, C(CCCCCCCCCCCCCCCCC)(=O)N (octadecanamide), NCCNC(C)O (N-(2-aminoethyl)aminoethanol), C(CCCCCCCCCCC)(=O)OC (methyl laurate), C[O-].[Na+] (sodium methoxide), OCCNCCNC(CCCCCCCCCCC)=O (N-[2-(2-hydroxyethyl) aminoethyl]dodecanamide), OCCNCCNC(CCCCCCCCCCC)=O (N-[2-(2-hydroxyethyl) aminoethyl]dodecanamide), OCCNCCNC(CCCCCCCCCCC)=O (N-[2-(2-hydroxyethyl)aminoethyl]dodecanamide). Run in O (water). The product is OCCNCCNC(CCCCCCCCCCCCCCCCC)=O (N-[2-(2-hydroxyethyl)aminoethyl]octadecanamide), C(CCCC)(=O)N (pentanamide). RXN SMILES: NCC[N:4](CCO)[C:5](=[O:17])[CH2:6][CH2:7][CH2:8][CH2:9][CH2:10]CCCCCC.[OH:21][CH2:22][CH2:23][NH:24][CH2:25][CH2:26][NH:27][C:28](=[O:40])[CH2:29][CH2:30][CH2:31][CH2:32][CH2:33][CH2:34][CH2:35][CH2:36][CH2:37][CH2:38][CH3:39].NCCNC(O)C.C(OC)(=O)CCCCCCCCCCC.C[O-].[Na+].C(N)(=O)CCCCCCCC=CCCCCCCCC.C(N)(=O)CCCCCCCCCCCCCCCCC.C(O)(=O)CCCCCCCCCCCCC>O>[OH:21][CH2:22][CH2:23][NH:24][CH2:25][CH2:26][NH:27][C:28](=[O:40])[CH2:29][CH2:30][CH2:31][CH2:32][CH2:33][CH2:34][CH2:35][CH2:36][CH2:37][CH2:38][CH2:39][CH2:5][CH2:6][CH2:7][CH2:8][CH2:9][CH3:10].[C:5]([NH2:4])(=[O:17])[CH2:6][CH2:7][CH2:8][CH3:9] |f:4.5|. Procedure details: N-[2-(2-hydroxyethyl)aminoethyl]octadecanamide and N-[2-(2-hydroxyethyl)aminoethyl]pentanamide have been obtained as hydrolysis products from the corresponding imidazolines by Harnsberger and Riebsomer, J. Hetero. Chem. 1, 188 (1964); Gabriel, J. Amer. Oil Chem. Soc., 61, 965 (1984), has described the formation of N-(2-aminoethyl)-N-(2-hydroxyethyl)dodecanamide and N-[2-(2-hydroxyethyl)aminoethyl]dodecanamide as kinetically and thermodynamically controlled products respectively from reaction of ...